describe an organic reaction: reactants, conditions, products, and yield From a dataset of the Open Reaction Database (ORD), a public repository of structured organic reaction records. Reactants: B, COC(=O)c1cc(C(=O)O)cc([N+](=O)[O-])c1, CO, CCOC(C)=O, C1CCOC1, C1CCOC1. The product is COC(=O)c1cc(CO)cc([N+](=O)[O-])c1. As a reaction SMILES: [BH3:27].[CH3:1][O:2][C:3](=[O:4])[c:5]1[cH:6][c:7]([C:8](=[O:9])[OH:10])[cH:11][c:12]([N+:14](=[O:15])[O-:16])[cH:13]1.[CH3:28][OH:29].[CH3:30][CH2:31][O:32][C:33](=[O:34])[CH3:35].[O:17]1[CH2:18][CH2:19][CH2:20][CH2:21]1.[O:22]1[CH2:23][CH2:24][CH2:25][CH2:26]1>>[CH3:1][O:2][C:3](=[O:4])[c:5]1[cH:6][c:7]([CH2:8][OH:9])[cH:11][c:12]([N+:14](=[O:15])[O-:16])[cH:13]1. Reactants: C(=O)(C(F)(F)F)O (TFA), OCC1=CC=C(C=C1)OC(N(C1=CC=CC=C1)C)=O (methyl-phenyl-carbamic acid 4-hydroxymethyl-phenyl ester), SC=1N(C=CN1)C (2-mercapto-1-methylimidazole). Yields the product CC(C1=CC=C(C=C1)OC(N(C1=CC=CC=C1)C)=O)SC=1NC=CN1 (Methyl-phenyl-carbamic acid 4-(1-methyl-1H-imidazol-2-ylsulfanylmethyl)-phenyl ester). Isolated yield 22.0%. As a reaction SMILES: [C:1](O)(C(F)(F)F)=O.O[CH2:9][C:10]1[CH:15]=[CH:14][C:13]([O:16][C:17](=[O:26])[N:18]([CH3:25])[C:19]2[CH:24]=[CH:23][CH:22]=[CH:21][CH:20]=2)=[CH:12][CH:11]=1.[SH:27][C:28]1[N:29](C)[CH:30]=[CH:31][N:32]=1>>[CH3:1][CH:9]([S:27][C:28]1[NH:29][CH:30]=[CH:31][N:32]=1)[C:10]1[CH:15]=[CH:14][C:13]([O:16][C:17](=[O:26])[N:18]([CH3:25])[C:19]2[CH:24]=[CH:23][CH:22]=[CH:21][CH:20]=2)=[CH:12][CH:11]=1. Procedure: The title compound was prepared as its TFA salt in 22% yield as an oil using methyl-phenyl-carbamic acid 4-hydroxymethyl-phenyl ester and 2-mercapto-1-methylimidazole. 1H NMR (400 MHz; CDCl3): δ 3.34 (s, 3H), 3.40 (br s, 3H), 4.30 (s, 2H), 6.98 (br s, 2H), 7.08-7.11 (m, 3H), 7.27-7.42 (m, 5H), 7.48 (d, 1H); HPLC-MS: m/z=354.1 (M+1); Rt=2.12 min.